Dataset: the Open Reaction Database (ORD), a public repository of structured organic reaction records. Task: describe an organic reaction: reactants, conditions, products, and yield Reactants: CN1C(N(C2=C(C1=O)C(=C(S2)CC2=CC=CC1=CC=CC=C21)SC2=CC=C(C=C2)[N+](=O)[O-])CC(C)C)=O (3-Methyl-1-(2-methylpropyl)-6-(1-naphthalenylmethyl)-5-[(4-nitrophenyl)thio]thieno[2,3-d]pyrimidine-2,4-(1H, 3H)-dione), [Cl-].[NH4+] (ammonium chloride), [OH-].[Na+] (Sodium hydroxide). The reagents and catalysts are [Fe] (iron). The solvent is C(C)O (ethanol), O (water). Run at time 1 hour. Product: NC1=CC=C(C=C1)SC1=C(SC=2N(C(N(C(C21)=O)C)=O)CC(C)C)CC2=CC=CC1=CC=CC=C21 (5-[(4-Aminophenyl)thio]-3-methyl-1-(2-methylpropyl)-6-(1-naphthalenylmethyl)thieno[2,3-d]pyrimidine-2,4-(1H, 3H)-dione). Yield: 5.5%. As a reaction SMILES: [CH3:1][N:2]1[C:7](=[O:8])[C:6]2[C:9]([S:23][C:24]3[CH:29]=[CH:28][C:27]([N+:30]([O-])=O)=[CH:26][CH:25]=3)=[C:10]([CH2:12][C:13]3[C:22]4[C:17](=[CH:18][CH:19]=[CH:20][CH:21]=4)[CH:16]=[CH:15][CH:14]=3)[S:11][C:5]=2[N:4]([CH2:33][CH:34]([CH3:36])[CH3:35])[C:3]1=[O:37].[Cl-].[NH4+].[OH-].[Na+]>C(O)C.O.[Fe]>[NH2:30][C:27]1[CH:28]=[CH:29][C:24]([S:23][C:9]2[C:6]3[C:7](=[O:8])[N:2]([CH3:1])[C:3](=[O:37])[N:4]([CH2:33][CH:34]([CH3:36])[CH3:35])[C:5]=3[S:11][C:10]=2[CH2:12][C:13]2[C:22]3[C:17](=[CH:18][CH:19]=[CH:20][CH:21]=3)[CH:16]=[CH:15][CH:14]=2)=[CH:25][CH:26]=1 |f:1.2,3.4|. Procedure: A suspension of the crude 3-methyl-1-(2-methylpropyl)-6-(1-naphthalenylmethyl)-5-[(4-nitrophenyl)thio]thieno[2,3-d]pyrimidine-2,4-(1H, 3H)-dione (Example 35, 1.26 g), iron powder (0.59 g) and ammonium chloride (0.56 g) in ethanol (5 ml) and water (5 ml) was heated at reflux for 4 hours, then cooled to room temperature. Sodium hydroxide solution (10%, 50 ml) was added and the mixture was stirred for 1 hour. The resulting solution was decanted from insoluble solid. The solid and solution were in t... Starting materials: ClC1=CC=C(C(=O)C=2C=C(C=CC2)CC#N)C=C1 (3-p-chlorobenzoyl phenyl acetonitrile), O (water), S(O)(O)(=O)=O (sulfuric acid), C(C)(=O)O (acetic acid). Run at time 2 hour. The product is ClC1=CC=C(C(=O)C=2C=C(C=CC2)CC(=O)O)C=C1 (3-p-chlorobenzoyl phenyl-acetic acid). Reaction SMILES: [Cl:1][C:2]1[CH:18]=[CH:17][C:5]([C:6]([C:8]2[CH:9]=[C:10](CC#N)[CH:11]=[CH:12][CH:13]=2)=[O:7])=[CH:4][CH:3]=1.O.S(=O)(=O)(O)O.[C:25]([OH:28])(=[O:27])[CH3:26]>>[Cl:1][C:2]1[CH:3]=[CH:4][C:5]([C:6]([C:8]2[CH:13]=[C:12]([CH2:26][C:25]([OH:28])=[O:27])[CH:11]=[CH:10][CH:9]=2)=[O:7])=[CH:17][CH:18]=1. Procedure details: A mixture of 9.61 g of 3-p-chlorobenzoyl phenyl acetonitrile, 75 cc of water, 75 cc of acetic acid and 75 cc of sulfuric acid was refluxed with stirring for 21/2 hours and then cooled and iced for 1 hour. The mixture was vacuum filtered and the precipitate was empasted with water and taken up in 50 cc of a 10% aqueous sodium carbonate solution. The solution was filtered and the filter was washed with water. The pH of the filtrate was adjusted to 5-6 by addition of acetic acid and after being ice... Reactants: NCCCCN (1,4-diaminobutane), ClC(=O)OCC1=CC=CC=C1 (benzyl chloroformate). The solvent is C(Cl)Cl (methylene chloride), C(Cl)Cl (methylene chloride). Conditions: time 1 hour. The product is C(C1=CC=CC=C1)OC(=O)NCCCCN (4-benzyloxycarbonylamino-1-butylamine). Reaction SMILES: [NH2:1][CH2:2][CH2:3][CH2:4][CH2:5][NH2:6].Cl[C:8]([O:10][CH2:11][C:12]1[CH:17]=[CH:16][CH:15]=[CH:14][CH:13]=1)=[O:9]>C(Cl)Cl>[CH2:11]([O:10][C:8]([NH:1][CH2:2][CH2:3][CH2:4][CH2:5][NH2:6])=[O:9])[C:12]1[CH:17]=[CH:16][CH:15]=[CH:14][CH:13]=1. Reported procedure: To a solution of 147 g of 1,4-diaminobutane in 490 ml of methylene chloride, a solution of 41 ml of benzyl chloroformate in 84 ml of methylene chloride was added dropwise at 0° over a period of 1 hour. The mixture was stirred at 0° for 1 hour, then washed twice with water and extracted four times with 150 ml of 4N hydrochloric acid. The acidic extracts were washed with methylene chloride, basified with 450 ml of 22% of sodium hydroxide and extracted four times with methylene chloride. The organi... The reactants are [OH-].[K+] (potassium hydroxide), FC(CO)(F)F (2,2,2-trifluoroethan-1-ol), ClC1=CC=CC(=N1)C(=O)O (6-Chloropyridine-2-carboxylic acid), FC(CO)(F)F (2,2,2-trifluoroethan-1-ol), [OH-].[K+] (potassium hydroxide), [OH-].[K+] (potassium hydroxide), FC(CO)(F)F (2,2,2-trifluoroethan-1-ol), [OH-].[K+] (potassium hydroxide), Cl (hydrochloric acid). Run in O (Water), CS(=O)C (DMSO). Conditions: time 72 hour. Product: FC(COC1=CC=CC(=N1)C(=O)O)(F)F (6-(2,2,2-Trifluoroethoxy)pyridine-2-carboxylic acid). Isolated yield 89.8%. As a reaction SMILES: Cl[C:2]1[N:7]=[C:6]([C:8]([OH:10])=[O:9])[CH:5]=[CH:4][CH:3]=1.[F:11][C:12]([F:16])([F:15])[CH2:13][OH:14].[OH-].[K+].Cl>CS(C)=O.O>[F:11][C:12]([F:16])([F:15])[CH2:13][O:14][C:2]1[N:7]=[C:6]([C:8]([OH:10])=[O:9])[CH:5]=[CH:4][CH:3]=1 |f:2.3|. Procedure details: 6-Chloropyridine-2-carboxylic acid (1.00 g, 6.347 mmol), 2,2,2-trifluoroethan-1-ol (0.683 mL, 9.520 mmol) and potassium hydroxide (1.424 g, 25.387 mmol) were dissolved in DMSO (25 mL) and heated at 100 C for 18 h. The reaction mixture was re-treated with potassium hydroxide (0.356 g, 6.347 mmol) and heated at 100 C for 18 h. The reaction mixture was then re-treated with 2,2,2-trifluoroethan-1-ol (1.367 mL, 19.040 mmol) and potassium hydroxide (0.356 g, 6.347 mmol) and heated at 110 C for 18 h. T... Starting materials: [Zn](CC)CC (Et2Zn), ClCI (Chloroiodomethane), C=C1C[C@H]([C@@H](C1)C(=O)OC)C1=CC=CC=C1 (methyl trans-4-methylene-2-phenylcyclopentanecarboxylate). The solvent is ClCCCl (DCE). Reaction conditions: temperature 0 celsius, time 1 hour. Yields the product Hexanes EtOAc, C1(=CC=CC=C1)[C@H]1[C@@H](CC2(CC2)C1)C(=O)OC (methyl trans-6-phenylspiro[2.4]heptane-5-carboxylate). RXN SMILES: ClCI.[CH2:4]=[C:5]1[CH2:9][C@@H:8]([C:10]([O:12][CH3:13])=[O:11])[C@H:7]([C:14]2[CH:19]=[CH:18][CH:17]=[CH:16][CH:15]=2)[CH2:6]1.[Zn](CC)[CH2:21]C>ClCCCl>[C:14]1([C@@H:7]2[CH2:6][C:5]3([CH2:21][CH2:4]3)[CH2:9][C@H:8]2[C:10]([O:12][CH3:13])=[O:11])[CH:15]=[CH:16][CH:17]=[CH:18][CH:19]=1. Procedure: Chloroiodomethane (6.3 g, 35.5 mmol) was added to a 0° C. mixture containing 2.4 g (11.1 mmol) of methyl trans-4-methylene-2-phenylcyclopentanecarboxylate (J. Am. Chem. Soc. 1983, 105, 2315) in 25 mL of DCE followed by the addition of 17.8 mL (17.8 mmol) of Et2Zn (1M in hexanes). The reaction was stirred at 0° C. for 1 h before it was quenched with 1N HCl. The mixture was extracted with DCM (three times) and the combined extracts were dried over MgSO4 and concentrated. Column chromatography (9:1... Product: COCc1cc2nc(Cl)nc(N3CCOCC3)c2s1. The reactants are CI, OCc1cc2nc(Cl)nc(N3CCOCC3)c2s1, [H-], [Na+], CN(C)C=O. Reaction SMILES: [CH3:21][I:22].[Cl:1][c:2]1[n:3][c:4]([N:13]2[CH2:14][CH2:15][O:16][CH2:17][CH2:18]2)[c:5]2[c:6]([n:7]1)[cH:8][c:9]([CH2:11][OH:12])[s:10]2.[H-:19].[Na+:20].[O:23]=[CH:24][N:25]([CH3:26])[CH3:27]>>[Cl:1][c:2]1[n:3][c:4]([N:13]2[CH2:14][CH2:15][O:16][CH2:17][CH2:18]2)[c:5]2[c:6]([n:7]1)[cH:8][c:9]([CH2:11][O:12][CH3:21])[s:10]2. Starting materials: C(C)(C)N1N=C(C=CC1=O)C(C(C1=CC=CC=C1)=O)NC(CNC(OC(C)(C)C)=O)=O (tert-butyl (2-{[1-(1-isopropyl-6-oxo-1,6-dihydro-3-pyridazinyl)-2-oxo-2-phenylethyl]amino}-2-oxoethyl)carbamate). Run in Cl (hydrogen chloride), CO (MeOH), N1=CC=CC=C1 (pyridine). Conditions: temperature 82.5 celsius. The product is OC1=CN=C(C(=N1)C=1C=CC(N(N1)C(C)C)=O)C1=CC=CC=C1 (6-(6-hydroxy-3-phenyl-2-pyrazinyl)-2-isopropyl-3(2H)-pyridazinone). Isolated yield 29.1%. As a reaction SMILES: [CH:1]([N:4]1[C:9](=[O:10])[CH:8]=[CH:7][C:6]([CH:11]([NH:20][C:21](=[O:31])[CH2:22][NH:23]C(=O)OC(C)(C)C)[C:12](=O)[C:13]2[CH:18]=[CH:17][CH:16]=[CH:15][CH:14]=2)=[N:5]1)([CH3:3])[CH3:2]>Cl.CO.N1C=CC=CC=1>[OH:31][C:21]1[N:20]=[C:11]([C:6]2[CH:7]=[CH:8][C:9](=[O:10])[N:4]([CH:1]([CH3:3])[CH3:2])[N:5]=2)[C:12]([C:13]2[CH:18]=[CH:17][CH:16]=[CH:15][CH:14]=2)=[N:23][CH:22]=1. Procedure details: A solution of tert-butyl (2-{[1-(1-isopropyl-6-oxo-1,6-dihydro-3-pyridazinyl)-2-oxo-2-phenylethyl]amino}-2-oxoethyl)carbamate (310 mg) in 10% hydrogen chloride in MeOH (3 ml) was stirred at 20-25° C. for 18 hours and the mixture was concentrated under reduced pressure to give a residue. The residue was dissolved in pyridine (1.5 ml) and heated at 80-85° C. for 10 hours. After evaporation of pyridine, the mixture was dissolved in CHCl3, washed with 1N HCl, sat. aq. NaHCO3 and brine, dried over Mg... The reactants are COC(C(=COCC)C(C1=CC(=C(C=C1)OC)F)=O)=O (3-Ethoxy-2-(3-fluoro-4-methoxy-benzoyl) acrylic acid methyl ester), CC1=CC=C(C=N1)N (6-Methyl-pyridin-3-ylamine), C1(=CC=CC=C1)OC1=CC=CC=C1 (diphenyl ether). Product: FC=1C=C(C(=O)C2=CNC3=CC=C(N=C3C2=O)C)C=CC1OC (3-(3-Fluoro-4-methoxy-benzoyl)-6-methyl-1H-[1,5]naphthyridin-4-one). Isolated yield 40.1%. RXN SMILES: CO[C:3](=[O:20])[C:4]([C:9](=[O:19])[C:10]1[CH:15]=[CH:14][C:13]([O:16][CH3:17])=[C:12]([F:18])[CH:11]=1)=[CH:5]OCC.[CH3:21][C:22]1[N:27]=[CH:26][C:25]([NH2:28])=[CH:24][CH:23]=1.C1(OC2C=CC=CC=2)C=CC=CC=1>>[F:18][C:12]1[CH:11]=[C:10]([CH:15]=[CH:14][C:13]=1[O:16][CH3:17])[C:9]([C:4]1[C:3](=[O:20])[C:26]2[C:25](=[CH:24][CH:23]=[C:22]([CH3:21])[N:27]=2)[NH:28][CH:5]=1)=[O:19]. Procedure: Experimental conditions analogous to those described for Step 1 of Example 1 were used with 0.50 g (1.86 mmol) of 3-Ethoxy-2-(3-fluoro-4-methoxy-benzoyl) acrylic acid methyl ester, 0.20 g (1.86 mmol) of 6-Methyl-pyridin-3-ylamine, and 15 mL of diphenyl ether to yield 0.233 g of 3-(3-Fluoro-4-methoxy-benzoyl)-6-methyl-1H-[1,5]naphthyridin-4-one. Reactants: CC(C)Cc1nc2ccc(OC(C)(C)C)cc2c(-c2ccccc2F)c1C#N, C1CCOC1, O=C(O)C(F)(F)F. Yields the product CC(C)Cc1nc2ccc(O)cc2c(-c2ccccc2F)c1C#N. As a reaction SMILES: [C:1]([CH3:2])([CH3:3])([CH3:4])[O:5][c:6]1[cH:7][c:8]2[c:9](-[c:22]3[c:23]([F:28])[cH:24][cH:25][cH:26][cH:27]3)[c:10]([C:20]#[N:21])[c:11]([CH2:16][CH:17]([CH3:18])[CH3:19])[n:12][c:13]2[cH:14][cH:15]1.[O:36]1[CH2:37][CH2:38][CH2:39][CH2:40]1.[OH:29][C:30]([C:31]([F:32])([F:33])[F:34])=[O:35]>>[OH:5][c:6]1[cH:7][c:8]2[c:9](-[c:22]3[c:23]([F:28])[cH:24][cH:25][cH:26][cH:27]3)[c:10]([C:20]#[N:21])[c:11]([CH2:16][CH:17]([CH3:18])[CH3:19])[n:12][c:13]2[cH:14][cH:15]1.